From a dataset of the Open Reaction Database (ORD), a public repository of structured organic reaction records. describe an organic reaction: reactants, conditions, products, and yield Reactants: C1COCCN1, [Cl-], CC(=O)N(C)c1c(I)c(N)c(I)c(C(=O)O)c1I. Yields the product CC(=O)N(C)c1c(I)c(N)c(I)c(C(=O)N2CCOCC2)c1I. Reaction SMILES: [CH2:20]1[CH2:21][O:22][CH2:23][CH2:24][NH:25]1.[Cl-:1].[NH2:2][c:3]1[c:4]([I:19])[c:5]([C:6](=[O:7])[OH:8])[c:9]([I:18])[c:10]([N:13]([C:14]([CH3:15])=[O:16])[CH3:17])[c:11]1[I:12]>>[NH2:2][c:3]1[c:4]([I:19])[c:5]([C:6](=[O:8])[N:25]2[CH2:20][CH2:21][O:22][CH2:23][CH2:24]2)[c:9]([I:18])[c:10]([N:13]([C:14]([CH3:15])=[O:16])[CH3:17])[c:11]1[I:12]. Reactants: NCCC=1C=NC=CC1 (3-(2-aminoethyl)pyridine), C(C)(=O)O (acetic acid), C(C)(=O)O[BH-](OC(C)=O)OC(C)=O.[Na+] (sodium triacetoxyborohydride), CS(=O)(=O)OC1=C2CNC(C2=C(C=C1OC)C=1N(C2=CC=C(C=C2C1)C=O)C(=O)OC(C)(C)C)=O (4-methanesulfonyloxy-5-methoxy-7-[1-(tert-butoxycarbonyl)-5-formylindol-2-yl]isoindolinone). The solvent is C(C)#N (acetonitrile). Yields the product CS(=O)(=O)OC1=C2CNC(C2=C(C=C1OC)C=1N(C2=CC=C(C=C2C1)CNCCC=1C=NC=CC1)C(=O)OC(C)(C)C)=O (4-methanesulfonyloxy-5-methoxy-7-{1-(tert-butoxycarbonyl)-5-[(2-(pyridin-3-yl)ethyl)aminomethyl]indol-2-yl}isoindolinone). Yield: 66.3%. RXN SMILES: [CH3:1][S:2]([O:5][C:6]1[C:14]([O:15][CH3:16])=[CH:13][C:12]([C:17]2[N:18]([C:28]([O:30][C:31]([CH3:34])([CH3:33])[CH3:32])=[O:29])[C:19]3[C:24]([CH:25]=2)=[CH:23][C:22]([CH:26]=O)=[CH:21][CH:20]=3)=[C:11]2[C:7]=1[CH2:8][NH:9][C:10]2=[O:35])(=[O:4])=[O:3].[NH2:36][CH2:37][CH2:38][C:39]1[CH:40]=[N:41][CH:42]=[CH:43][CH:44]=1.C(O)(=O)C.C(O[BH-](OC(=O)C)OC(=O)C)(=O)C.[Na+]>C(#N)C>[CH3:1][S:2]([O:5][C:6]1[C:14]([O:15][CH3:16])=[CH:13][C:12]([C:17]2[N:18]([C:28]([O:30][C:31]([CH3:33])([CH3:32])[CH3:34])=[O:29])[C:19]3[C:24]([CH:25]=2)=[CH:23][C:22]([CH2:26][NH:36][CH2:37][CH2:38][C:39]2[CH:40]=[N:41][CH:42]=[CH:43][CH:44]=2)=[CH:21][CH:20]=3)=[C:11]2[C:7]=1[CH2:8][NH:9][C:10]2=[O:35])(=[O:4])=[O:3] |f:3.4|. Reported procedure: In a similar manner to Step 2 of Example 6, 4-methanesulfonyloxy-5-methoxy-7-[1-(tert-butoxycarbonyl)-5-formylindol-2-yl]isoindolinone (100 mg, 0.200 mmol) was dissolved in acetonitrile (5.8 mL), and the solution was treated with 3-(2-aminoethyl)pyridine (0.235 mL, 2.00 mmol), acetic acid (0.229 mL, 4.00 mmol) and sodium triacetoxyborohydride (127 mg, 0.599 mmol), followed by purification by preparative thin-layer chromatography (chloroform/methanol=4/1) to obtain 4-methanesulfonyloxy-5-methoxy-... Reactants: BrCCCCOc1ccccc1, CC(C)(C)C(=O)Cn1cncn1, CN(C)C=O, [GeH4], [H-], [Na+], O. Yields the product CC(C)(C)C(=O)C(CCCCOc1ccccc1)n1cncn1. Reaction SMILES: [Br:16][CH2:17][CH2:18][CH2:19][CH2:20][O:21][c:22]1[cH:23][cH:24][cH:25][cH:26][cH:27]1.[CH3:1][C:2]([CH3:3])([C:4]([CH2:5][n:6]1[n:7][cH:8][n:9][cH:10]1)=[O:11])[CH3:12].[CH3:28][N:29]([CH3:30])[CH:31]=[O:32].[GeH4:13].[H-:14].[Na+:15].[OH2:33]>>[CH3:1][C:2]([CH3:3])([C:4]([CH:5]([n:6]1[n:7][cH:8][n:9][cH:10]1)[CH2:17][CH2:18][CH2:19][CH2:20][O:21][c:22]1[cH:23][cH:24][cH:25][cH:26][cH:27]1)=[O:11])[CH3:12]. Starting materials: COc1ccc(CN2C(=O)NC(C[N+](=O)[O-])(C(F)(F)F)c3cc(Br)ccc32)cc1, CO, [Cl-], [Fe], [NH4+], O. Yields the product COc1ccc(CN2C(=O)NC(CN)(C(F)(F)F)c3cc(Br)ccc32)cc1. As a reaction SMILES: [Br:1][c:2]1[cH:3][c:4]2[c:9]([cH:10][cH:11]1)[N:8]([CH2:12][c:13]1[cH:14][cH:15][c:16]([O:19][CH3:20])[cH:17][cH:18]1)[C:7](=[O:21])[NH:6][C:5]2([C:22]([F:23])([F:24])[F:25])[CH2:26][N+:27]([O-:28])=[O:29].[CH3:33][OH:34].[Cl-:30].[Fe:35].[NH4+:31].[OH2:32]>>[Br:1][c:2]1[cH:3][c:4]2[c:9]([cH:10][cH:11]1)[N:8]([CH2:12][c:13]1[cH:14][cH:15][c:16]([O:19][CH3:20])[cH:17][cH:18]1)[C:7](=[O:21])[NH:6][C:5]2([C:22]([F:23])([F:24])[F:25])[CH2:26][NH2:27]. Starting materials: IC1=C2CN(CC2=CC=C1)C(C1=CC=CC=C1)(C1=CC=CC=C1)C1=CC=CC=C1 (4-Iodo-2-trityl-2,3-dihydro-1H-isoindole), FC(C(=O)O)(F)F (trifluoroacetic acid). Product: IC1=C2CNCC2=CC=C1 (4-Iodo-2,3-dihydro-1H-isoindole). As a reaction SMILES: [I:1][C:2]1[CH:10]=[CH:9][CH:8]=[C:7]2[C:3]=1[CH2:4][N:5](C(C1C=CC=CC=1)(C1C=CC=CC=1)C1C=CC=CC=1)[CH2:6]2.FC(F)(F)C(O)=O>>[I:1][C:2]1[CH:10]=[CH:9][CH:8]=[C:7]2[C:3]=1[CH2:4][NH:5][CH2:6]2. Reported procedure: Prepared in analogy to Example A2(c) from 4-Iodo-2-trityl-2,3-dihydro-1H-isoindole and trifluoroacetic acid. Light yellow solid. Starting materials: CC1=C(N=C(S1)C1=CC=CC=C1)COC1=NOC(=C1)C(=O)OC (methyl 3-(5-methyl-2-phenyl-4-thiazolylmethoxy)-5-isoxazolecarboxylate), [H-].C(C(C)C)[Al+]CC(C)C (diisobutylaluminum hydride), O.O.O.O.O.O.O.O.O.O.[O-]S(=O)(=O)[O-].[Na+].[Na+] (Sodium sulfate 10 hydrate). Solvent: O1CCCC1 (tetrahydrofuran). Run at temperature 0 celsius, time 1 hour. The product is CC1=C(N=C(S1)C1=CC=CC=C1)COC1=NOC(=C1)CO ([3-(5-methyl-2-phenyl-4-thiazolylmethoxy)-5-isoxazolyl]methanol). Yield: 80.4%. RXN SMILES: [CH3:1][C:2]1[S:6][C:5]([C:7]2[CH:12]=[CH:11][CH:10]=[CH:9][CH:8]=2)=[N:4][C:3]=1[CH2:13][O:14][C:15]1[CH:19]=[C:18]([C:20](OC)=[O:21])[O:17][N:16]=1.[H-].C([Al+]CC(C)C)C(C)C.O.O.O.O.O.O.O.O.O.O.[O-]S([O-])(=O)=O.[Na+].[Na+]>O1CCCC1>[CH3:1][C:2]1[S:6][C:5]([C:7]2[CH:8]=[CH:9][CH:10]=[CH:11][CH:12]=2)=[N:4][C:3]=1[CH2:13][O:14][C:15]1[CH:19]=[C:18]([CH2:20][OH:21])[O:17][N:16]=1 |f:1.2,3.4.5.6.7.8.9.10.11.12.13.14.15|. Procedure: To a solution of methyl 3-(5-methyl-2-phenyl-4-thiazolylmethoxy)-5-isoxazolecarboxylate (5.27 g) in tetrahydrofuran (100 ml) was slowly added diisobutylaluminum hydride (0.95 M hexane solution, 60 ml) at 0° C. and the mixture was stirred at 0° C. for 1 hr. Sodium sulfate 10 hydrate (17.01 g) was added to the reaction mixture and the mixture was further stirred at room temperature for 30 min. The insoluble materials were removed by filtration, and the filtrate was concentrated to give [3-(5-methy... The reactants are N(=O)OC(C)(C)C (tert-butyl nitrite), C(#N)[Cu] (CuCN), NC=1SC=C(N1)CC(=O)OCC (ethyl 2-(2-aminothiazol-4-yl)acetate). Solvent: C(C)#N (acetonitrile), C(C)#N (acetonitrile). Conditions: time 2.5 hour. Product: C(#N)C=1SC=C(N1)CC(=O)OCC (Ethyl 2-(2-cyanothiazol-4-yl)acetate). Yield: 25.5%. RXN SMILES: N(OC(C)(C)C)=O.[C:8]([Cu])#[N:9].N[C:12]1[S:13][CH:14]=[C:15]([CH2:17][C:18]([O:20][CH2:21][CH3:22])=[O:19])[N:16]=1>C(#N)C>[C:8]([C:12]1[S:13][CH:14]=[C:15]([CH2:17][C:18]([O:20][CH2:21][CH3:22])=[O:19])[N:16]=1)#[N:9]. Procedure: To a mixture of tert-butyl nitrite (10 mL, 80 mmol) and CuCN (7.28 g, 80 mmol) in anhydrous acetonitrile (30 mL) was added a solution of ethyl 2-(2-aminothiazol-4-yl)acetate (7.5 g, 40 mmol) in anhydrous acetonitrile (20 mL) dropwise over a period of 1 hour at 50° C., then the mixture was stirred at the temperature for 2.5 hours. The mixture was concentrated in vacuo and the residue was purified by a silica gel column chromatography (PETROLEUM ETHER/EtOAc (V/V)=25/1) to give the title compound a... Starting materials: tris(dibenzylideneacetone)dipalladium(chloroform), C(CCC)P(CCCC)CCCC (tri-n-butylphosphine), CC1(COC(OC1)C(C)[C@H]1CC[C@H]2[C@@H]3[C@@H](C=C4C[C@H](C[C@@H]([C@]4(C)[C@H]3CC[C@]12C)OC(=O)OC)OC(=O)OC)OC(=O)OC)C (20-(5,5-dimethyl-1,3-dioxan-2-yl)-1α,3β,7α-tris(methoxycarbonyloxy)pregn-5-ene). Run in O1CCOCC1 (dioxane), O1CCOCC1 (dioxane). Run at time 10 minute. The product is CC1(COC(OC1)C(C)[C@H]1CC[C@H]2C3=CC=C4C[C@H](C[C@@H]([C@]4(C)[C@H]3CC[C@]12C)OC(=O)OC)OC(=O)OC)C (20-(5,5-dimethyl-1,3-dioxan-2-yl)-1α,3β-bis(methoxycarbonyloxy)pregna-5,7-diene). Isolated yield 49.8%. RXN SMILES: C(P(CCCC)CCCC)CCC.[CH3:14][C:15]1([CH3:57])[CH2:20][O:19][CH:18]([CH:21]([C@@H:23]2[C@:40]3([CH3:41])[C@H:26]([C@H:27]4[C@H:37]([CH2:38][CH2:39]3)[C@:35]3([CH3:36])[C:30]([CH2:31][C@@H:32]([O:47][C:48]([O:50][CH3:51])=[O:49])[CH2:33][C@@H:34]3[O:42][C:43]([O:45][CH3:46])=[O:44])=[CH:29][C@H:28]4OC(OC)=O)[CH2:25][CH2:24]2)[CH3:22])[O:17][CH2:16]1>O1CCOCC1>[CH3:57][C:15]1([CH3:14])[CH2:16][O:17][CH:18]([CH:21]([C@@H:23]2[C@:40]3([CH3:41])[C@H:26]([C:27]4[C@H:37]([CH2:38][CH2:39]3)[C@:35]3([CH3:36])[C:30]([CH2:31][C@@H:32]([O:47][C:48]([O:50][CH3:51])=[O:49])[CH2:33][C@@H:34]3[O:42][C:43]([O:45][CH3:46])=[O:44])=[CH:29][CH:28]=4)[CH2:25][CH2:24]2)[CH3:22])[O:19][CH2:20]1. Procedure: In 10 ml of dioxane was dissolved 25 mg of tris(dibenzylideneacetone)dipalladium(chloroform), followed by addition of 45 μl of tri-n-butylphosphine. The mixture was stirred in an atmosphere of argon gas at room temperature for 10 minutes. To this mixture was added a solution of 270 mg of 20-(5,5-dimethyl-1,3-dioxan-2-yl)-1α,3β,7α-tris(methoxycarbonyloxy)pregn-5-ene in 10 ml of dioxane and the mixture was refluxed for 12 hours. The resulting reaction mixture was cooled to room temperature and fil...